Task: describe an organic reaction: reactants, conditions, products, and yield. Dataset: the Open Reaction Database (ORD), a public repository of structured organic reaction records The reactants are C(#CC(=O)O)C(=O)O (Acetylenedicarboxylic acid), C(CCCCCCCCCC)NC(=S)NCCCCCCCCCCC (N,N'-diundecylthiourea). The solvent is CO (methanol), O1CCCC1 (tetrahydrofuran). Run at time 16 hour. Product: C(CCCCCCCCCC)N1C(SC(C1=O)=CC(=O)O)=NCCCCCCCCCCC ([3-Undecyl-2-(undecylimino)-4-oxo-5-thiazolidinylidene]acetic acid). Isolated yield 81.6%. RXN SMILES: [C:1]([C:6]([OH:8])=[O:7])#[C:2][C:3](O)=[O:4].[CH2:9]([NH:20][C:21]([NH:23][CH2:24][CH2:25][CH2:26][CH2:27][CH2:28][CH2:29][CH2:30][CH2:31][CH2:32][CH2:33][CH3:34])=[S:22])[CH2:10][CH2:11][CH2:12][CH2:13][CH2:14][CH2:15][CH2:16][CH2:17][CH2:18][CH3:19]>CO.O1CCCC1>[CH2:24]([N:23]1[C:3](=[O:4])[C:2](=[CH:1][C:6]([OH:8])=[O:7])[S:22][C:21]1=[N:20][CH2:9][CH2:10][CH2:11][CH2:12][CH2:13][CH2:14][CH2:15][CH2:16][CH2:17][CH2:18][CH3:19])[CH2:25][CH2:26][CH2:27][CH2:28][CH2:29][CH2:30][CH2:31][CH2:32][CH2:33][CH3:34]. Procedure: Acetylenedicarboxylic acid (4.8 g, 40 mmoles) is added to a warm solution of N,N'-diundecylthiourea (15.0 g, 39 mmoles) in methanol (200 mls) and tetrahydrofuran (100 mls). The mixture is stirred for 16 hours at ambient temperature, then concentrated under reduced pressure and cooled. The precipitate is filtered off, rinsed with cold methanol and dried. Recrystallization from methanol afforded the product (15.3 g), mp 67°-68° C. Reactants: NC1=NC(=C(C(=N1)SC)C#N)C=1SC=CC1 (2-amino-4-(methylthio)-6-(2-thienyl)-pyrimidine-5-carbonitrile), C1(=CC=CC=C1)C1N(O1)S(=O)(=O)C1=CC=CC=C1 (3-phenyl-2-(phenylsulfonyl)oxaziridine). Run in ClCCl (dichloromethane). Conditions: time 16 hour. Yields the product NC1=NC(=C(C(=N1)S(=O)C)C#N)C=1SC=CC1 (2-amino-4-methanesulfinyl-6-thiophen-2-yl-pyrimidine-5-carbonitrile). Yield: 54.4%. As a reaction SMILES: [NH2:1][C:2]1[N:7]=[C:6]([S:8][CH3:9])[C:5]([C:10]#[N:11])=[C:4]([C:12]2[S:13][CH:14]=[CH:15][CH:16]=2)[N:3]=1.C1(C2[O:25]N2S(C2C=CC=CC=2)(=O)=O)C=CC=CC=1>ClCCl>[NH2:1][C:2]1[N:7]=[C:6]([S:8]([CH3:9])=[O:25])[C:5]([C:10]#[N:11])=[C:4]([C:12]2[S:13][CH:14]=[CH:15][CH:16]=2)[N:3]=1. Procedure: To a stirred suspension of 2.65 g (10.7 mmol) 2-amino-4-(methylthio)-6-(2-thienyl)-pyrimidine-5-carbonitrile in 200 ml dichloromethane was added 2.79 g (10.7 mmol) 3-phenyl-2-(phenylsulfonyl)oxaziridine and stirring continued for 16 hours at room temperature. The resulting crystals were collected by filtration and washed with 30 ml dichloromethane to afford 1.54 g (55%) 2-amino-4-methanesulfinyl-6-thiophen-2-yl-pyrimidine-5-carbonitrile as a white crystalline solid. EI-MS m/e (%): 264 (M+, 20), ... The reactants are ClC1=CC=CC=2C(C3=CC=CC(=C3C(C12)=O)Cl)=O (1,8-dichloroanthraquinone), NCC(CO)(C)C (3-amino-2,2-dimethylpropanol), Cl (hydrochloric acid). Solvent: C(C)OCCO (2-ethoxyethanol), C(C)OCCO (2-ethoxyethanol). Run at temperature 130 celsius. Product: OCC(CNC1=CC=CC=2C(C3=CC=CC(=C3C(C12)=O)NCC(CO)(C)C)=O)(C)C (1,8 -bis[(3-hydroxy-2,2-dimethylpropyl)amino]anthraquinone). RXN SMILES: Cl[C:2]1[C:15]2[C:14](=[O:16])[C:13]3[C:8](=[CH:9][CH:10]=[CH:11][C:12]=3Cl)[C:7](=[O:18])[C:6]=2[CH:5]=[CH:4][CH:3]=1.[NH2:19][CH2:20][C:21]([CH3:25])([CH3:24])[CH2:22][OH:23].Cl>C(OCCO)C>[OH:23][CH2:22][C:21]([CH3:25])([CH3:24])[CH2:20][NH:19][C:2]1[C:15]2[C:14](=[O:16])[C:13]3[C:8](=[CH:9][CH:10]=[CH:11][C:12]=3[NH:19][CH2:20][C:21]([CH3:25])([CH3:24])[CH2:22][OH:23])[C:7](=[O:18])[C:6]=2[CH:5]=[CH:4][CH:3]=1. Reported procedure: A mixture of 1,8-dichloroanthraquinone (13.8 g, 0.05 mol), 3-amino-2,2-dimethylpropanol (20.6 g, 0.20 mol) and 2-ethoxyethanol (100 mL) is heated at about 130° C. for 20 hours. The reaction mixture is drowned into water (1L) and the mixture is acidified with concentrated hydrochloric acid. The product, 1,8 -bis[(3-hydroxy-2,2-dimethylpropyl)amino]anthraquinone, is obtained in an essentially quantitative yield by filtering, washing with water and drying in air. Recrystallization from toluene, fol...